From a dataset of the Open Reaction Database (ORD), a public repository of structured organic reaction records. describe an organic reaction: reactants, conditions, products, and yield Reactants: COC=1C=C2CCC(CC2=CC1)C1=C(C=CC=C1C)N (2-(6-methoxy-1,2,3,4-tetrahydronaphthalen-2-yl)-3-methylphenylamine), Cl.FC=1C=C(C(=O)Cl)C=CC1OCCN1CCCCC1 (3-fluoro-4-(2-piperidin-1-ylethoxy)benzoyl chloride hydrochloride), FC=1C=C(CNC2=C(C(=CC=C2)C)C2CC3=CC=C(C=C3CC2)OC)C=CC1OCCN1CCCCC1 ([3-fluoro-4-(2-piperidin-1-ylethoxy)benzyl][2-(6-methoxy-1,2,3,4-tetrahydronaphthalen-2-yl)-3-methylphenyl]amine). Product: C(C)N(C1=C(C(=CC=C1)C)C1CC2=CC=C(C=C2CC1)OC)CC1=CC(=C(C=C1)OCCN1CCCCC1)F (ethyl[3-fluoro-4-(2-piperidin-1-ylethoxy)benzyl][2-(6-methoxy-1,2,3,4-tetrahydronaphthalen-2-yl)-3-methylphenyl]amine). Reaction SMILES: COC1C=C2C(=CC=1)CC(C1C(C)=CC=CC=1N)CC2.Cl.[F:22][C:23]1[CH:24]=[C:25]([CH:29]=[CH:30][C:31]=1[O:32][CH2:33][CH2:34][N:35]1[CH2:40][CH2:39][CH2:38][CH2:37][CH2:36]1)[C:26](Cl)=O.FC1C=[C:44](C=CC=1OCCN1CCCCC1)[CH2:45][NH:46][C:47]1[CH:52]=[CH:51][CH:50]=[C:49]([CH3:53])[C:48]=1[CH:54]1[CH2:63][CH2:62][C:61]2[C:56](=[CH:57][CH:58]=[C:59]([O:64][CH3:65])[CH:60]=2)[CH2:55]1>>[CH2:45]([N:46]([CH2:26][C:25]1[CH:29]=[CH:30][C:31]([O:32][CH2:33][CH2:34][N:35]2[CH2:40][CH2:39][CH2:38][CH2:37][CH2:36]2)=[C:23]([F:22])[CH:24]=1)[C:47]1[CH:52]=[CH:51][CH:50]=[C:49]([CH3:53])[C:48]=1[CH:54]1[CH2:63][CH2:62][C:61]2[C:56](=[CH:57][CH:58]=[C:59]([O:64][CH3:65])[CH:60]=2)[CH2:55]1)[CH3:44] |f:1.2|. Procedure: Synthesized from 2-(6-methoxy-1,2,3,4-tetrahydronaphthalen-2-yl)-3-methylphenylamine and 3-fluoro-4-(2-piperidin-1-ylethoxy)benzoyl chloride hydrochloride according to an analogous synthetic method to Example 152, [3-fluoro-4-(2-piperidin-1-ylethoxy)benzyl][2-(6-methoxy-1,2,3,4-tetrahydronaphthalen-2-yl)-3-methylphenyl]amine (578 mg) was used according to an analogous synthetic method to Example 36 to provide ethyl[3-fluoro-4-(2-piperidin-1-ylethoxy)benzyl][2-(6-methoxy-1,2,3,4-tetrahydronaphtha...